Dataset: the Open Reaction Database (ORD), a public repository of structured organic reaction records. Task: describe an organic reaction: reactants, conditions, products, and yield Reactants: C(N)(=O)CN1CCN2N=CC=C21 (1-carbamoylmethyl-2,3-dihydro-1H-imidazo[1,2-b]pyrazole), [H-].[Al+3].[Li+].[H-].[H-].[H-] (lithium aluminum hydride), [F-].[Na+] (Sodium fluoride), O (water). Solvent: O1CCCC1 (tetrahydrofuran), O1CCCC1 (tetrahydrofuran). Product: NCCN1CCN2N=CC=C21 (1-(2-aminoethyl)-2,3-dihydro-1H-imidazo[1,2-b]pyrazole). Yield: 74.0%. Reaction SMILES: [H-].[Al+3].[Li+].[H-].[H-].[H-].[C:7]([CH2:10][N:11]1[C:18]2[N:14]([N:15]=[CH:16][CH:17]=2)[CH2:13][CH2:12]1)(=O)[NH2:8].[F-].[Na+].O>O1CCCC1>[NH2:8][CH2:7][CH2:10][N:11]1[C:18]2[N:14]([N:15]=[CH:16][CH:17]=2)[CH2:13][CH2:12]1 |f:0.1.2.3.4.5,7.8|. Procedure details: To a suspension of lithium aluminum hydride (2.84 g) in tetrahydrofuran (70 ml) was added dropwise a solution of 1-carbamoylmethyl-2,3-dihydro-1H-imidazo[1,2-b]pyrazole (6.2 g) in tetrahydrofuran (30 ml) at room temperature. The mixture was refluxed for 4 hours and cooled with ice-bath. Sodium fluoride (12.5 g) and water (4 ml) were added to the mixture under cooling. The insoluble material was filtered off and the filtrate was evaporated to give 1-(2-aminoethyl)-2,3-dihydro-1H-imidazo[1,2-b]pyr... Reactants: COC=1C=CC2=C(NC(CCC2)=O)C1 (8-methoxy-4,5-dihydro-1H-benzo[b]azepin-2(3H)-one), [H-].[Al+3].[Li+].[H-].[H-].[H-] (lithium aluminum hydride). The solvent is C1CCOC1 (THF). Run at time 1 hour. Product: COC=1C=CC2=C(NCCCC2)C1 (8-methoxy-2,3,4,5-tetrahydro-1H-benzo[b]azepine). Yield: 102.5%. As a reaction SMILES: [CH3:1][O:2][C:3]1[CH:4]=[CH:5][C:6]2[CH2:12][CH2:11][CH2:10][C:9](=O)[NH:8][C:7]=2[CH:14]=1.[H-].[Al+3].[Li+].[H-].[H-].[H-]>C1COCC1>[CH3:1][O:2][C:3]1[CH:4]=[CH:5][C:6]2[CH2:12][CH2:11][CH2:10][CH2:9][NH:8][C:7]=2[CH:14]=1 |f:1.2.3.4.5.6|. Procedure details: To a solution of 8-methoxy-4,5-dihydro-1H-benzo[b]azepin-2(3H)-one (2 g) in THF (100 mL), lithium aluminum hydride (0.79 g) was added, and the reaction heated to reflux. After stirring for 1 hour, the heat was removed. Water (6 mL) was added followed by NaOH (10%, 15 mL), the flocculated solids removed by filtration, and the eluent concentrated to provide the title compound (1.9 g) as a pale brown oil: 1H NMR (DMSO-d6) δ 6.88 (d, 1H); 6.37 (d, 1H), 6.22 (dd, 1H), 5.14 (s, 1H), 3.62 (s, 3H), 2.90... Starting materials: CCOC(C)=O, C1CCCCC1, CO, O=C(O)CCC(=O)c1ccc(-c2ccc(F)cc2F)cc1, NC1CCCCC1. Product: O=C(O)CCCc1ccc(-c2ccc(F)cc2F)cc1. Reaction SMILES: [C:37]([O:38][CH2:39][CH3:40])(=[O:41])[CH3:42].[CH2:22]1[CH2:23][CH2:24][CH2:25][CH2:26][CH2:27]1.[CH3:35][OH:36].[F:1][c:2]1[c:3](-[c:9]2[cH:10][cH:11][c:12]([C:15]([CH2:16][CH2:17][C:18](=[O:19])[OH:20])=[O:21])[cH:13][cH:14]2)[cH:4][cH:5][c:6]([F:8])[cH:7]1.[NH2:28][CH:29]1[CH2:30][CH2:31][CH2:32][CH2:33][CH2:34]1>>[F:1][c:2]1[c:3](-[c:9]2[cH:10][cH:11][c:12]([CH2:15][CH2:16][CH2:17][C:18](=[O:19])[OH:20])[cH:13][cH:14]2)[cH:4][cH:5][c:6]([F:8])[cH:7]1. Starting materials: CCOC(=O)CBr, O=C([O-])[O-], CC(Nc1nccc(-n2cnc3ccccc32)n1)C1CN(C(=O)Nc2cccc3ccccc23)CCN1C, CC(C)=O, [K+], [K+], O. Yields the product CCOC(=O)CN1CCN(C(=O)Nc2cccc3ccccc23)CC1C(C)Nc1nccc(-n2cnc3ccccc32)n1. RXN SMILES: [Br:45][CH2:46][C:47](=[O:48])[O:49][CH2:50][CH3:51].[C:39](=[O:40])([O-:41])[O-:42].[CH3:1][N:2]1[CH:3]([CH:21]([CH3:22])[NH:23][c:24]2[n:25][cH:26][cH:27][c:28](-[n:30]3[cH:31][n:32][c:33]4[c:34]3[cH:35][cH:36][cH:37][cH:38]4)[n:29]2)[CH2:4][N:5]([C:8]([NH:9][c:10]2[cH:11][cH:12][cH:13][c:14]3[cH:15][cH:16][cH:17][cH:18][c:19]23)=[O:20])[CH2:6][CH2:7]1.[CH3:52][C:53](=[O:54])[CH3:55].[K+:43].[K+:44].[OH2:56]>>[CH2:1]([N:2]1[CH:3]([CH:21]([CH3:22])[NH:23][c:24]2[n:25][cH:26][cH:27][c:28](-[n:30]3[cH:31][n:32][c:33]4[c:34]3[cH:35][cH:36][cH:37][cH:38]4)[n:29]2)[CH2:4][N:5]([C:8]([NH:9][c:10]2[cH:11][cH:12][cH:13][c:14]3[cH:15][cH:16][cH:17][cH:18][c:19]23)=[O:20])[CH2:6][CH2:7]1)[C:47](=[O:48])[O:49][CH2:50][CH3:51]. Reactants: N1N=CC=C1 (Pyrazole), ClC1(SC=CC1=O)C(=O)OC (2-chloro-2-methoxycarbonylthiophene-3(2H)-one). Solvent: C(C)(=O)O (acetic acid). Run at time 2 day. The product is OC1=C(SC(=C1)N1N=CC=C1)C(=O)OC (Methyl 3-hydroxy-5-(1-pyrazolyl)thiophene-2-carboxylate). As a reaction SMILES: [NH:1]1[CH:5]=[CH:4][CH:3]=[N:2]1.Cl[C:7]1([C:13]([O:15][CH3:16])=[O:14])[C:11](=[O:12])[CH:10]=[CH:9][S:8]1>C(O)(=O)C>[OH:12][C:11]1[CH:10]=[C:9]([N:1]2[CH:5]=[CH:4][CH:3]=[N:2]2)[S:8][C:7]=1[C:13]([O:15][CH3:16])=[O:14]. Procedure: Pyrazole (18 mmol) was added to a solution of 2-chloro-2-methoxycarbonylthiophene-3(2H)-one in acetic acid (10 ml). The mixture was allowed to stand at room temperature for 2 days and the precipitate filtered, m.p. 162°-164° C. (acetic acid). The reactants are Br (hydrogen bromide), C(C)(C)(CC)C1=CC=CC=C1 (t-amylbenzene), BrBr (Bromine). Reagents/catalysts: [Fe] (iron). Run in S([O-])(O)=O.[Na+] (sodium bisulfite). Reaction conditions: temperature 35 celsius, time 15 hour. Yields the product BrC1=CC=C(C=C1)C(C)(C)CC (p-Bromo-t-amylbenzene). As a reaction SMILES: [BrH:1].[C:2]([C:7]1[CH:12]=[CH:11][CH:10]=[CH:9][CH:8]=1)([CH2:5][CH3:6])([CH3:4])[CH3:3].BrBr>[Fe].S(=O)(O)[O-].[Na+]>[Br:1][C:10]1[CH:9]=[CH:8][C:7]([C:2]([CH2:5][CH3:6])([CH3:3])[CH3:4])=[CH:12][CH:11]=1 |f:4.5|. Procedure: A glass reactor equipped with a mechanically driven stirrer, addition funnel and hydrogen bromide trap was charged with 300 g (2.02 mole) of t-amylbenzene and 8 g of iron filings. Bromine (374 g, 2.02 mole) was added dropwise at a rate such that the temperature of the reaction mixture was maintained at about 35° C. The reaction mixture was stirred for 15 hours while being heated to a temperature of 50° C. The contents of the reactor were then cooled and combined with 200 cc of a saturated aqueou...